This data is from the Open Reaction Database (ORD), a public repository of structured organic reaction records. The task is: describe an organic reaction: reactants, conditions, products, and yield Reactants: ClC=1C(=NN(C1OC(F)F)C)C1=C(C=C(C(=C1)C(Br)Br)Cl)F (4-chloro-3-(4-chloro-5-dibromomethyl-2-fluorophenyl)-5-difluoromethoxy-1-methyl-1H-pyrazole), S(O)(O)(=O)=O (sulfuric acid), ice water. Conditions: temperature 10 celsius. The product is ClC1=C(C=O)C=C(C(=C1)F)C1=NN(C(=C1Cl)OC(F)F)C (2-Chloro-5-(4-chloro-5-difluoromethoxy-1-methyl-1H-pyrazol-3-yl)-4-fluorobenzaldehyde). As a reaction SMILES: [Cl:1][C:2]1[C:3]([C:12]2[CH:17]=[C:16]([CH:18](Br)Br)[C:15]([Cl:21])=[CH:14][C:13]=2[F:22])=[N:4][N:5]([CH3:11])[C:6]=1[O:7][CH:8]([F:10])[F:9].S(=O)(=O)(O)[OH:24]>>[Cl:21][C:15]1[CH:14]=[C:13]([F:22])[C:12]([C:3]2[C:2]([Cl:1])=[C:6]([O:7][CH:8]([F:10])[F:9])[N:5]([CH3:11])[N:4]=2)=[CH:17][C:16]=1[CH:18]=[O:24]. Reported procedure: 68 g (0.14 mol) of 4-chloro-3-(4-chloro-5-dibromomethyl-2-fluorophenyl)-5-difluoromethoxy-1-methyl-1H-pyrazole were dissolved in 200 ml of concentrated sulfuric acid, with ice-cooling, whereupon the mixture was heated at 10° C. until the evolution of gas had ceased. It was then poured into 4 l of ice-water. The mixture was subsequently extracted three times using ethyl acetate. The combined organic phases were washed with water, then dried over magnesium sulfate and finally concentrated. The cru... Starting materials: C=O, O=CO, Fc1ccc(-c2nc3[nH]ncc3c(C3CCNCC3)c2-c2ccncc2)cc1, [Na+], [OH-]. Yields the product CN1CCC(c2c(-c3ccncc3)c(-c3ccc(F)cc3)nc3[nH]ncc23)CC1. RXN SMILES: [CH2:34]=[O:35].[CH:31]([OH:32])=[O:33].[F:1][c:2]1[cH:3][cH:4][c:5](-[c:8]2[c:9](-[c:23]3[cH:24][cH:25][n:26][cH:27][cH:28]3)[c:10]([CH:17]3[CH2:18][CH2:19][NH:20][CH2:21][CH2:22]3)[c:11]3[c:12]([n:13]2)[nH:14][n:15][cH:16]3)[cH:6][cH:7]1.[Na+:30].[OH-:29]>>[F:1][c:2]1[cH:3][cH:4][c:5](-[c:8]2[c:9](-[c:23]3[cH:24][cH:25][n:26][cH:27][cH:28]3)[c:10]([CH:17]3[CH2:18][CH2:19][N:20]([CH3:31])[CH2:21][CH2:22]3)[c:11]3[c:12]([n:13]2)[nH:14][n:15][cH:16]3)[cH:6][cH:7]1. Reactants: cepham sulfoxide, C(C)(=O)Cl (acetyl chloride), O(C1=CC=CC=C1)CC(=O)NC1[C@@H]2N(C(C(CS2=O)=C)C(=O)OCC2=CC=C(C=C2)[N+](=O)[O-])C1=O (p-nitrobenzyl 7-phenoxyacetamido-3-methylenecepham-4-carboxylate-1-oxide), C(C)(=O)OC(C)=O (acetic anhydride). Run in C1(=CC=CC=C1)C (toluene). Reaction conditions: temperature 111 celsius. Product: methylenecepham sulfoxide, O(C1=CC=CC=C1)CC(=O)NC1[C@@H]2N(C(C(=C(S2)C)OC(C)=O)C(=O)OCC2=CC=C(C=C2)[N+](=O)[O-])C1=O (p-nitrobenzyl 7-phenoxyacetamido-3-acetoxy-methyl-2-cephem-4-carboxylate). Reaction SMILES: [O:1]([CH2:8][C:9]([NH:11][CH:12]1[C:34](=[O:35])[N:14]2[CH:15]([C:21]([O:23][CH2:24][C:25]3[CH:30]=[CH:29][C:28]([N+:31]([O-:33])=[O:32])=[CH:27][CH:26]=3)=[O:22])[C:16](=C)[CH2:17][S:18](=O)[C@H:13]12)=[O:10])[C:2]1[CH:7]=[CH:6][CH:5]=[CH:4][CH:3]=1.[C:36]([O:39]C(=O)C)(=[O:38])[CH3:37].[C:43](Cl)(=O)C>C1(C)C=CC=CC=1>[O:1]([CH2:8][C:9]([NH:11][CH:12]1[C:34](=[O:35])[N:14]2[CH:15]([C:21]([O:23][CH2:24][C:25]3[CH:30]=[CH:29][C:28]([N+:31]([O-:33])=[O:32])=[CH:27][CH:26]=3)=[O:22])[C:16]([O:39][C:36](=[O:38])[CH3:37])=[C:17]([CH3:43])[S:18][C@H:13]12)=[O:10])[C:2]1[CH:7]=[CH:6][CH:5]=[CH:4][CH:3]=1. Reported procedure: To 10 ml. of dry toluene were added 500 mg. (1 millimole) of p-nitrobenzyl 7-phenoxyacetamido-3-methylenecepham-4-carboxylate-1-oxide. To the resulting mixture then were added 2 ml. of acetic anhydride and 0.071 ml. (1 equivalent based upon the cepham sulfoxide) of acetyl chloride. The resulting mixture was refluxed at 111° C. for 5 hours to obtain almost complete conversion of the methylenecepham sulfoxide to p-nitrobenzyl 7-phenoxyacetamido-3-acetoxy-methyl-2-cephem-4-carboxylate as well as a ... Starting materials: BrBr (bromine), saturated aqueous solution, C([O-])(O)=O.[Na+] (sodium bicarbonate), petroleum ether ethyl acetate, C(C)C1=C(C=CC=C1)O (o-ethylphenol), [S-]C#N.[Na+] (sodium thiocyanate), [Br-].[Na+] (sodium bromide). Reaction SMILES: [CH2:1]([C:3]1[CH:8]=[CH:7][CH:6]=[CH:5][C:4]=1[OH:9])[CH3:2].[S-:10][C:11]#[N:12].[Na+].[Br-].[Na+].BrBr.C(=O)(O)[O-].[Na+]>CO>[CH2:1]([C:3]1[CH:8]=[C:7]([S:10][C:11]#[N:12])[CH:6]=[CH:5][C:4]=1[OH:9])[CH3:2] |f:1.2,3.4,6.7|. Reported procedure: To a 500 ml three-necked flask were added sequentially o-ethylphenol (5 g, 40.9 mmol), sodium thiocyanate (10 g, 123.3 mmol), sodium bromide (4.3 g, 41.79 mmol) and methanol (100 ml). The mixture was cooled to 0° C. in an ice bath and then a solution of bromine (2.6 ml, 50.6 mmol) in methanol (50 ml) was added dropwise thereinto. After 1 hour of stirring at 0° C., the mixture was allowed to warm up to room temperature and then stirred for another 4 hours at room temperature. A 200 ml saturated a... The yield is 92.8%. Run at temperature 0 celsius, time 1 hour. The solvent is CO (methanol), CO (methanol). The product is C(C)C=1C=C(C=CC1O)SC#N (3-ethyl-4-hydroxy-phenyl thiocyanic acid). Starting materials: CC#N, CN1CCCC1=O, C#CCOC, CCN(C(C)C)C(C)C, ClCCl, [Cu]I, Nc1nc(Cl)ccc1C(=O)NCc1ccc(Oc2ccccc2)s1, O, O, O=C(O)C(F)(F)F, c1ccncc1, c1ccc(P(c2ccccc2)(c2ccccc2)[Pd](P(c2ccccc2)(c2ccccc2)c2ccccc2)(P(c2ccccc2)(c2ccccc2)c2ccccc2)P(c2ccccc2)(c2ccccc2)c2ccccc2)cc1. Yields the product COCC#Cc1ccc(C(=O)NCc2ccc(Oc3ccccc3)s2)c(N)n1. Reaction SMILES: [C:46](#[N:47])[CH3:48].[CH3:139][N:140]1[CH2:141][CH2:142][CH2:143][C:144]1=[O:145].[CH3:25][O:26][CH2:27][C:28]#[CH:29].[CH:30]([N:31]([CH:32]([CH3:33])[CH3:34])[CH2:35][CH3:36])([CH3:37])[CH3:38].[Cl:135][CH2:136][Cl:137].[Cu:56][I:57].[NH2:1][c:2]1[c:3]([C:4](=[O:5])[NH:6][CH2:7][c:8]2[s:9][c:10]([O:13][c:14]3[cH:15][cH:16][cH:17][cH:18][cH:19]3)[cH:11][cH:12]2)[cH:20][cH:21][c:22]([Cl:24])[n:23]1.[OH2:138].[OH2:45].[OH:49][C:50]([C:51]([F:52])([F:53])[F:54])=[O:55].[cH:39]1[cH:40][cH:41][n:42][cH:43][cH:44]1.[cH:58]1[cH:59][cH:60][c:61]([P:62]([Pd:63]([P:64]([c:65]2[cH:66][cH:67][cH:68][cH:69][cH:70]2)([c:71]2[cH:72][cH:73][cH:74][cH:75][cH:76]2)[c:77]2[cH:78][cH:79][cH:80][cH:81][cH:82]2)([P:83]([c:84]2[cH:85][cH:86][cH:87][cH:88][cH:89]2)([c:90]2[cH:91][cH:92][cH:93][cH:94][cH:95]2)[c:96]2[cH:97][cH:98][cH:99][cH:100][cH:101]2)[P:102]([c:103]2[cH:104][cH:105][cH:106][cH:107][cH:108]2)([c:109]2[cH:110][cH:111][cH:112][cH:113][cH:114]2)[c:115]2[cH:116][cH:117][cH:118][cH:119][cH:120]2)([c:121]2[cH:122][cH:123][cH:124][cH:125][cH:126]2)[c:127]2[cH:128][cH:129][cH:130][cH:131][cH:132]2)[cH:133][cH:134]1>>[NH2:1][c:2]1[c:3]([C:4](=[O:5])[NH:6][CH2:7][c:8]2[s:9][c:10]([O:13][c:14]3[cH:15][cH:16][cH:17][cH:18][cH:19]3)[cH:11][cH:12]2)[cH:20][cH:21][c:22]([C:29]#[C:28][CH2:27][O:26][CH3:25])[n:23]1. Reactants: CS(=O)(=O)OC[C@@H]1N(CCN(C1)S(=O)(=O)C=1SC=CC1)C1=CC=C(C=C1)C(C(F)(F)F)(C)O (((2R)-4-(2-thiophenylsulfonyl)-1-(4-(2,2,2-trifluoro-1-hydroxy-1-methylethyl)phenyl)-2-piperazinyl)methyl methanesulfonate), CS(=O)(=O)OC[C@@H]1N(CCN(C1)S(=O)(=O)C=1SC=CC1)C1=CC=C(C=C1)C(C(F)(F)F)(C)O (((2R)-4-(2-thiophenylsulfonyl)-1-(4-(2,2,2-trifluoro-1-hydroxy-1-methylethyl)phenyl)-2-piperazinyl)methyl methanesulfonate), C1(CC1)N (cyclopropylamine). Run in CO (MeOH). Conditions: temperature 140 celsius. Yields the product C1(CC1)NC[C@@H]1N(CCN(C1)S(=O)(=O)C=1SC=CC1)C1=CC=C(C=C1)C(C(F)(F)F)(C)O (2-(4-((2S)-2-((cyclopropylamino)methyl)-4-(2-thiophenylsulfonyl)-1-piperazinyl)phenyl)-1,1,1-trifluoro-2-propanol). Yield: 65.9%. Reaction SMILES: CS(O[CH2:6][C@H:7]1[CH2:12][N:11]([S:13]([C:16]2[S:17][CH:18]=[CH:19][CH:20]=2)(=[O:15])=[O:14])[CH2:10][CH2:9][N:8]1[C:21]1[CH:26]=[CH:25][C:24]([C:27]([OH:33])([CH3:32])[C:28]([F:31])([F:30])[F:29])=[CH:23][CH:22]=1)(=O)=O.[CH:34]1([NH2:37])[CH2:36][CH2:35]1>CO>[CH:34]1([NH:37][CH2:6][C@H:7]2[CH2:12][N:11]([S:13]([C:16]3[S:17][CH:18]=[CH:19][CH:20]=3)(=[O:14])=[O:15])[CH2:10][CH2:9][N:8]2[C:21]2[CH:22]=[CH:23][C:24]([C:27]([OH:33])([CH3:32])[C:28]([F:30])([F:29])[F:31])=[CH:25][CH:26]=2)[CH2:36][CH2:35]1. Reported procedure: A 20-mL microwave vial was charged with ((2R)-4-(thiophen-2-ylsulfonyl)-1-(4-(1,1,1-trifluoro-2-hydroxypropan-2-yl)phenyl)piperazin-2-yl)methyl methanesulfonate (1.0 g, 1.9 mmol, Intermediate B), cyclopropylamine (4.0 mL, 57 mmol, Alfa Aesar, Ward Hill, Mass.) and MeOH (10.0 mL). The vial was sealed and heated in an Initiator microwave reactor (Biotage AB, Inc., Uppsala, Sweden) at 140° C. for 30 min. After cooling to room temperature, the reaction mixture was concentrated and the crude product ...